Dataset: the Open Reaction Database (ORD), a public repository of structured organic reaction records. Task: describe an organic reaction: reactants, conditions, products, and yield Reactants: CC1=C(N2[C@@H]([C@@H](C2=O)NC(=O)[C@@H](C=3C=CC(=CC3)O)N)SC1)C(=O)O.CN1C(CCC1)=O (Cefadroxil 1-methyl-2-pyrrolidone), O (water). The solvent is C(C)(C)O (isopropyl alcohol). The product is CC1=C(N2[C@@H]([C@@H](C2=O)NC(=O)[C@@H](C=3C=CC(=CC3)O)N)SC1)C(=O)O (Cefadroxil). RXN SMILES: [CH3:1][C:2]1[CH2:22][S:21][C@@H:5]2[C@H:6]([NH:9][C:10]([C@H:12]([NH2:20])[C:13]3[CH:14]=[CH:15][C:16]([OH:19])=[CH:17][CH:18]=3)=[O:11])[C:7](=[O:8])[N:4]2[C:3]=1[C:23]([OH:25])=[O:24].CN1CCCC1=O.O>C(O)(C)C>[CH3:1][C:2]1[CH2:22][S:21][C@@H:5]2[C@H:6]([NH:9][C:10]([C@H:12]([NH2:20])[C:13]3[CH:14]=[CH:15][C:16]([OH:19])=[CH:17][CH:18]=3)=[O:11])[C:7](=[O:8])[N:4]2[C:3]=1[C:23]([OH:25])=[O:24] |f:0.1|. Procedure: Cefadroxil 1-methyl-2-pyrrolidone solvate (30 g) prepared according to example 4 was slurried in isopropyl alcohol (150 ml) containing 10 ml of water at 50°-52° C. for 120'. Starting materials: ClC1=C(C=C(C=C1NC1=NN2C(C(=N1)NCC)=NC=C2C#N)C#N)N2C[C@H]([C@@H](CC2)NC(OC)=O)O (methyl ((3R,4R)-1-(2-chloro-5-cyano-3-((7-cyano-4-(ethylamino)imidazo[2,1-f][1,2,4]triazin-2-yl)amino)phenyl)-3-hydroxypiperidin-4-yl)carbamate), CC(C)(C)OC(=O)N[C@@H](CCCN=C(NC(=O)OC(C)(C)C)NC(=O)OC(C)(C)C)C(=O)O (BOC-ARG(BOC)2-OH), C1CCC(CC1)N=C=NC2CCCCC2 (DCC). The reagents and catalysts are CN(C)C=1C=CN=CC1 (DMAP). The solvent is C(Cl)Cl (DCM). Conditions: time 12 hour. Yields the product Cl.Cl.Cl.N[C@H](C(=O)O[C@@H]1CN(CC[C@H]1NC(=O)OC)C1=C(C(=CC(=C1)C#N)NC1=NN2C(C(=N1)NCC)=NC=C2C#N)Cl)CCCNC(=N)N ((S)-(3R,4R)-1-(2-chloro-5-cyano-3-((7-cyano-4-(ethylamino)imidazo[2,1-f][1,2,4]triazin-2-yl)amino)phenyl)-4-((methoxycarbonyl)amino)piperidin-3-yl 2-amino-5-guanidinopentanoate trihydrochloride). As a reaction SMILES: [Cl:1][C:2]1[C:7]([NH:8][C:9]2[N:14]=[C:13]([NH:15][CH2:16][CH3:17])[C:12]3=[N:18][CH:19]=[C:20]([C:21]#[N:22])[N:11]3[N:10]=2)=[CH:6][C:5]([C:23]#[N:24])=[CH:4][C:3]=1[N:25]1[CH2:30][CH2:29][C@@H:28]([NH:31][C:32](=[O:35])[O:33][CH3:34])[C@H:27]([OH:36])[CH2:26]1.CC(OC([NH:44][C@H:45]([C:67](O)=[O:68])[CH2:46][CH2:47][CH2:48][N:49]=[C:50]([NH:59]C(OC(C)(C)C)=O)[NH:51]C(OC(C)(C)C)=O)=O)(C)C.C1CCC(N=C=NC2CCCCC2)CC1>CN(C1C=CN=CC=1)C.C(Cl)Cl>[ClH:1].[ClH:1].[ClH:1].[NH2:44][C@@H:45]([CH2:46][CH2:47][CH2:48][NH:49][C:50]([NH2:59])=[NH:51])[C:67]([O:36][C@H:27]1[C@H:28]([NH:31][C:32]([O:33][CH3:34])=[O:35])[CH2:29][CH2:30][N:25]([C:3]2[CH:4]=[C:5]([C:23]#[N:24])[CH:6]=[C:7]([NH:8][C:9]3[N:14]=[C:13]([NH:15][CH2:16][CH3:17])[C:12]4=[N:18][CH:19]=[C:20]([C:21]#[N:22])[N:11]4[N:10]=3)[C:2]=2[Cl:1])[CH2:26]1)=[O:68] |f:5.6.7.8|. Procedure details: To a solution of (Example 328) methyl ((3R,4R)-1-(2-chloro-5-cyano-3-((7-cyano-4-(ethylamino)imidazo[2,1-f][1,2,4]triazin-2-yl)amino)phenyl)-3-hydroxypiperidin-4-yl)carbamate (50 mg, 0.098 mmol), BOC-ARG(BOC)2-OH (96 mg, 0.202 mmol), DMAP (2.391 mg, 0.020 mmol) and DCC (60.6 mg, 0.294 mmol) were dissolved in DCM (5 mL) under nitrogen. The reaction mixture was stirred at room temperature 12 hr; the LCMS showed complete conversion. The solvent was removed and the material was diluted with acetone ... The reactants are BrC(Br)(Br)Br, ClCCl, O=[N+]([O-])c1ccc(-n2cccc2)c(CO)c1, c1ccc(P(c2ccccc2)c2ccccc2)cc1. Yields the product O=[N+]([O-])c1ccc(-n2cccc2)c(CBr)c1. Reaction SMILES: [C:36]([Br:37])([Br:38])([Br:39])[Br:40].[Cl:41][CH2:42][Cl:43].[N+:1](=[O:2])([O-:3])[c:4]1[cH:5][cH:6][c:7](-[n:12]2[cH:13][cH:14][cH:15][cH:16]2)[c:8]([CH2:9][OH:10])[cH:11]1.[c:17]1([P:18]([c:19]2[cH:20][cH:21][cH:22][cH:23][cH:24]2)[c:25]2[cH:26][cH:27][cH:28][cH:29][cH:30]2)[cH:31][cH:32][cH:33][cH:34][cH:35]1>>[N+:1](=[O:2])([O-:3])[c:4]1[cH:5][cH:6][c:7](-[n:12]2[cH:13][cH:14][cH:15][cH:16]2)[c:8]([CH2:9][Br:37])[cH:11]1.